Dataset: the Open Reaction Database (ORD), a public repository of structured organic reaction records. Task: describe an organic reaction: reactants, conditions, products, and yield Reactants: O (water), COC1=CC=C2CCC(CC2=C1)=O (7-Methoxy-2-tetralone), three, C(CC)NCCC (dipropylamine), O.C1(=CC=C(C=C1)S(=O)(=O)O)C (p-toluenesulfonic acid monohydrate). The solvent is C(C)O (ethanol), C1=CC=CC=C1 (benzene), C1=CC=CC=C1 (benzene). As a reaction SMILES: [CH3:1][O:2][C:3]1[CH:12]=[C:11]2[C:6]([CH2:7][CH2:8][C:9](=O)[CH2:10]2)=[CH:5][CH:4]=1.[CH2:14]([NH:17][CH2:18][CH2:19][CH3:20])[CH2:15][CH3:16].O.C1(C)C=CC(S(O)(=O)=O)=CC=1.O>C1C=CC=CC=1.[Pt]=O.C(O)C>[CH2:14]([N:17]([CH:9]1[CH2:8][CH2:7][C:6]2[C:11](=[CH:12][C:3]([O:2][CH3:1])=[CH:4][CH:5]=2)[CH2:10]1)[CH2:18][CH2:19][CH3:20])[CH2:15][CH3:16] |f:2.3|. Reagents/catalysts: [Pt]=O (platinum oxide). Yield: 69.8%. Yields the product C(CC)N(CCC)C1CC2=CC(=CC=C2CC1)OC (N,N-dipropyl-7-methoxy-1,2,3,4-tetrahydro-2-naphthylamine). Procedure details: 7-Methoxy-2-tetralone (35.1 g, 0.20 mole) was dissolved in dry benzene (1000 ml) and put in a 2000 ml three neck-flask. To this solution was added dipropylamine (109 ml, 0.80 mole) and p-toluenesulfonic acid monohydrate (34 g, 0.2 mole). This mixture was refluxed under nitrogen with continuous water removal for 48 hr. The benzene was replaced by ethanol (600 ml, anhydrous) and the solution was hydrogenated in a 2 liter pressure bottle over platinum oxide (1.0 g) under 2 atmospheres of pressure a... Reactants: O=C([O-])[O-], CS(C)=O, CS(=O)(=O)NC(=O)c1cc(Cl)c(Oc2cnc(F)c(Cl)c2)cc1F, [Cs+], [Cs+], Oc1ccccc1. Product: CS(=O)(=O)NC(=O)c1cc(Cl)c(Oc2cnc(Oc3ccccc3)c(Cl)c2)cc1F. Reaction SMILES: [C:32](=[O:33])([O-:34])[O-:35].[CH3:38][S:39]([CH3:40])=[O:41].[Cl:1][c:2]1[c:3]([O:16][c:17]2[cH:18][n:19][c:20]([F:24])[c:21]([Cl:23])[cH:22]2)[cH:4][c:5]([F:15])[c:6]([C:7](=[O:8])[NH:9][S:10](=[O:11])(=[O:12])[CH3:13])[cH:14]1.[Cs+:36].[Cs+:37].[OH:25][c:26]1[cH:27][cH:28][cH:29][cH:30][cH:31]1>>[Cl:1][c:2]1[c:3]([O:16][c:17]2[cH:18][n:19][c:20]([O:25][c:26]3[cH:27][cH:28][cH:29][cH:30][cH:31]3)[c:21]([Cl:23])[cH:22]2)[cH:4][c:5]([F:15])[c:6]([C:7](=[O:8])[NH:9][S:10](=[O:11])(=[O:12])[CH3:13])[cH:14]1. Starting materials: carboxylic acid, C(=O)(N1C=NC=C1)N1C=NC=C1 (carbonyldiimidazole), CN(S(=O)(=O)N)C (N,N-Dimethylsulfamide), N12CCCCCC2=NCCC1 (1,8-Diazabicyclo[5.4.0]undec-7-ene). Solvent: O1CCCC1 (tetrahydrofuran). Reaction conditions: temperature 70 celsius, time 8 hour. Yields the product CN(S(=O)(=O)C=1NC2=CC=CC=C2C1)C (dimethylamino sulfonylindole). The yield is 35.0%. RXN SMILES: C(N1C=CN=C1)(N1C=CN=C1)=O.N12[CH2:23][CH2:22][CH2:21][N:20]=[C:19]1[CH2:18][CH2:17][CH2:16][CH2:15]C2.[CH3:24][N:25]([CH3:30])[S:26](N)(=[O:28])=[O:27]>O1CCCC1>[CH3:24][N:25]([CH3:30])[S:26]([C:19]1[NH:20][C:21]2[C:17]([CH:18]=1)=[CH:16][CH:15]=[CH:23][CH:22]=2)(=[O:28])=[O:27]. Reported procedure: To 1.0 g of carboxylic acid 1 in a 100 mL round bottom flask equipped with a septa under nitrogen, was added 20 mL of dry dichloroethane (DCE). To this solution was then added 1.2 equivalents of Diphenylphosphorylazide (DPPA) in one portion followed by 3 equivalents of triethylamine. The solution was stirred overnight at room temperature. The reaction progress was followed by an analytical Shimadzu LC/MS. The crude mixture was passed through a 24 g SiliCycle/Isco silica gel cartridge with DCE to... Reactants: CC(C)(C)N=C=S, CCO, CCCCC(N)CO. Product: CCCCC(CO)NC(=S)NC(C)(C)C. Reaction SMILES: [C:9]([CH3:10])([CH3:11])([CH3:12])[N:13]=[C:14]=[S:15].[CH3:16][CH2:17][OH:18].[NH2:1][CH:2]([CH2:3][OH:4])[CH2:5][CH2:6][CH2:7][CH3:8]>>[NH:1]([CH:2]([CH2:3][OH:4])[CH2:5][CH2:6][CH2:7][CH3:8])[C:14]([NH:13][C:9]([CH3:10])([CH3:11])[CH3:12])=[S:15]. Product: CN(C)C=C1CN=CC2=C(C1=O)C=CC=C2 (3,4-Dihydro-4-[(dimethylamino)methylene]-5H-2-benzazepin-5-one). As a reaction SMILES: C1([C:7]2[C:13]3[CH:14]=[CH:15][CH:16]=[CH:17][C:12]=3[C:11](=[O:18])[CH2:10][CH2:9][N:8]=2)C=CC=CC=1.CO[CH:21](OC)[N:22]([CH3:24])[CH3:23]>>[CH3:21][N:22]([CH:24]=[C:10]1[C:11](=[O:18])[C:12]2[CH:17]=[CH:16][CH:15]=[CH:14][C:13]=2[CH:7]=[N:8][CH2:9]1)[CH3:23]. The reactants are C1(=CC=CC=C1)C1=NCCC(C2=C1C=CC=C2)=O (3,4-dihydro-1-phenyl-5H-2-benzazepin-5-one), COC(N(C)C)OC (dimethylformamide dimethyl acetal). Reported procedure: A mixture of 5.2 g (22 mmole) of 3,4-dihydro-1-phenyl-5H-2-benzazepin-5-one and 43 ml of dimethylformamide dimethyl acetal was refluxed for 4 hr. The mixture was concentrated at reduced pressure to dryness. The residue was crystallized with ether to give a yellow solid, mp 131°-133° C. Recrystallization from ether gave yellow prisms, mp 131°-132° C.